This data is from the Open Reaction Database (ORD), a public repository of structured organic reaction records. The task is: describe an organic reaction: reactants, conditions, products, and yield Starting materials: CC#CCOc1ccc(S(=O)(=O)N(C)C2CCCCC2(C(=O)O)C(C)(C)C)cc1, ClCCl, O=C(O)C(F)(F)F. The product is CC#CCOc1ccc(S(=O)(=O)N(C)C2CCCCC2C(=O)O)cc1. As a reaction SMILES: [C:1]([CH3:2])([CH3:3])([CH3:4])[C:5]1([C:27](=[O:28])[OH:29])[CH:6]([N:11]([CH3:12])[S:13](=[O:14])(=[O:15])[c:16]2[cH:17][cH:18][c:19]([O:22][CH2:23][C:24]#[C:25][CH3:26])[cH:20][cH:21]2)[CH2:7][CH2:8][CH2:9][CH2:10]1.[Cl:37][CH2:38][Cl:39].[OH:30][C:31]([C:32]([F:33])([F:34])[F:35])=[O:36]>>[CH:5]1([C:27](=[O:28])[OH:29])[CH:6]([N:11]([CH3:12])[S:13](=[O:14])(=[O:15])[c:16]2[cH:17][cH:18][c:19]([O:22][CH2:23][C:24]#[C:25][CH3:26])[cH:20][cH:21]2)[CH2:7][CH2:8][CH2:9][CH2:10]1. The reactants are CC1(OCCO1)C1=CC=C(O1)CN1N=CC(=C1)N (1-[5-(2-methyl-[1,3]dioxolan-2-yl)-furan-2-ylmethyl]-1H-pyrazol-4-ylamine), COC=1C=C(C=CC1)/C=C/C(=O)O ((E)-3-(3-methoxy-phenyl)-acrylic acid). Yields the product C(C)(=O)C1=CC=C(O1)CN1N=CC(=C1)NC(\C=C\C1=CC(=CC=C1)OC)=O ((E)-N-[1-(5-Acetyl-furan-2-ylmethyl)-1H-pyrazol-4-yl]-3-(3-methoxy-phenyl)-acrylamide). RXN SMILES: [CH3:1][C:2]1([C:7]2[O:11][C:10]([CH2:12][N:13]3[CH:17]=[C:16]([NH2:18])[CH:15]=[N:14]3)=[CH:9][CH:8]=2)[O:6]CCO1.[CH3:19][O:20][C:21]1[CH:22]=[C:23](/[CH:27]=[CH:28]/[C:29](O)=[O:30])[CH:24]=[CH:25][CH:26]=1>>[C:2]([C:7]1[O:11][C:10]([CH2:12][N:13]2[CH:17]=[C:16]([NH:18][C:29](=[O:30])/[CH:28]=[CH:27]/[C:23]3[CH:24]=[CH:25][CH:26]=[C:21]([O:20][CH3:19])[CH:22]=3)[CH:15]=[N:14]2)=[CH:9][CH:8]=1)(=[O:6])[CH3:1]. Procedure details: Following general procedure B followed by either C or D, starting from 1-[5-(2-methyl-[1,3]dioxolan-2-yl)-furan-2-ylmethyl]-1H-pyrazol-4-ylamine and (E)-3-(3-methoxy-phenyl)-acrylic acid. Reactants: COc1ccc2c(c1)CCN(C(=O)C(F)(F)F)C2c1ccc(OCc2ccccc2)cc1, CCO. Yields the product COc1ccc2c(c1)CCN(C(=O)C(F)(F)F)C2c1ccc(O)cc1. As a reaction SMILES: [CH2:1]([c:2]1[cH:3][cH:4][cH:5][cH:6][cH:7]1)[O:8][c:9]1[cH:10][cH:11][c:12]([CH:15]2[N:16]([C:27]([C:28]([F:29])([F:30])[F:31])=[O:32])[CH2:17][CH2:18][c:19]3[cH:20][c:21]([O:25][CH3:26])[cH:22][cH:23][c:24]32)[cH:13][cH:14]1.[CH3:33][CH2:34][OH:35]>>[OH:8][c:9]1[cH:10][cH:11][c:12]([CH:15]2[N:16]([C:27]([C:28]([F:29])([F:30])[F:31])=[O:32])[CH2:17][CH2:18][c:19]3[cH:20][c:21]([O:25][CH3:26])[cH:22][cH:23][c:24]32)[cH:13][cH:14]1. Reactants: Cc1csc(NC(=O)CN2CCN(C(=O)OC(C)(C)C)CC2)n1, ClCCl, O=C(O)C(F)(F)F. Yields the product Cc1csc(NC(=O)CN2CCNCC2)n1. As a reaction SMILES: [CH3:1][c:2]1[n:3][c:4]([NH:7][C:8]([CH2:9][N:10]2[CH2:11][CH2:12][N:13]([C:16]([O:17][C:18]([CH3:19])([CH3:20])[CH3:21])=[O:22])[CH2:14][CH2:15]2)=[O:23])[s:5][cH:6]1.[Cl:31][CH2:32][Cl:33].[OH:24][C:25]([C:26]([F:27])([F:28])[F:29])=[O:30]>>[CH3:1][c:2]1[n:3][c:4]([NH:7][C:8]([CH2:9][N:10]2[CH2:11][CH2:12][NH:13][CH2:14][CH2:15]2)=[O:23])[s:5][cH:6]1. Reaction SMILES: [O:1]=[S:2]1(=[O:50])[CH2:6][CH2:5][CH:4]([NH:7][CH2:8][CH2:9][NH:10][C@:11]23[CH2:46][CH2:45][C@@H:44]([C:47]([CH3:49])=[CH2:48])[C@@H:12]2[C@@H:13]2[C@@:26]([CH3:29])([CH2:27][CH2:28]3)[C@@:25]3([CH3:30])[C@@H:16]([C@:17]4([CH3:43])[C@@H:22]([CH2:23][CH2:24]3)[C:21]([CH3:32])([CH3:31])[C:20]([C:33]3[CH:42]=[CH:41][C:36]([C:37]([O:39]C)=[O:38])=[CH:35][CH:34]=3)=[CH:19][CH2:18]4)[CH2:15][CH2:14]2)[CH2:3]1.[OH-].[Na+]>O1CCOCC1>[O:1]=[S:2]1(=[O:50])[CH2:6][CH2:5][CH:4]([NH:7][CH2:8][CH2:9][NH:10][C@:11]23[CH2:46][CH2:45][C@@H:44]([C:47]([CH3:49])=[CH2:48])[C@@H:12]2[C@@H:13]2[C@@:26]([CH3:29])([CH2:27][CH2:28]3)[C@@:25]3([CH3:30])[C@@H:16]([C@:17]4([CH3:43])[C@@H:22]([CH2:23][CH2:24]3)[C:21]([CH3:32])([CH3:31])[C:20]([C:33]3[CH:34]=[CH:35][C:36]([C:37]([OH:39])=[O:38])=[CH:41][CH:42]=3)=[CH:19][CH2:18]4)[CH2:15][CH2:14]2)[CH2:3]1 |f:1.2|. Product: O=S1(CC(CC1)NCCN[C@]12[C@@H]([C@H]3CC[C@@H]4[C@]5(CC=C(C([C@@H]5CC[C@]4([C@@]3(CC1)C)C)(C)C)C1=CC=C(C(=O)O)C=C1)C)[C@@H](CC2)C(=C)C)=O (4-((1R,3aS,5aR,5bR,7aR,11aS,11bR,13aR,13bR)-3a-((2-((1,1-dioxidotetrahydrothiophen-3-yl)amino)ethyl)amino)-5a,5b,8,8,11a-pentamethyl-1-(prop-1-en-2-yl)-2,3,3a,4,5,5a,5b,6,7,7a,8,11,11a,11b,12,13,13a,13b-octadecahydro-1H-cyclopenta[a]chrysen-9-yl)benzoic acid). Run at temperature 78 celsius. The yield is 66.0%. The solvent is O1CCOCC1 (dioxane). Procedure details: A mixture of methyl 4-((1R,3aS,5aR,5bR,7aR,11aS,11bR,13aR,13bR)-3a-((2-((1,1-dioxidotetrahydrothiophen-3-yl)amino)ethyl)amino)-5a,5b,8,8,11a-pentamethyl-1-(prop-1-en-2-yl)-2,3,3a,4,5,5a,5b,6,7,7a,8,11,11a,11b,12,13,13a,13b-octadecahydro-1H-cyclopenta[a]chrysen-9-yl)benzoate (40 mg, 0.057 mmol) and sodium hydroxide (0.567 mL, 0.567 mmol) in dioxane (1 mL) was heated up at 78° C. for 3 hours. The reaction mixture was cooled to room temperature, filtered and the clear solution was purified by HPLC ... The reactants are O=S1(CC(CC1)NCCN[C@]12[C@@H]([C@H]3CC[C@@H]4[C@]5(CC=C(C([C@@H]5CC[C@]4([C@@]3(CC1)C)C)(C)C)C1=CC=C(C(=O)OC)C=C1)C)[C@@H](CC2)C(=C)C)=O (methyl 4-((1R,3aS,5aR,5bR,7aR,11aS,11bR,13aR,13bR)-3a-((2-((1,1-dioxidotetrahydrothiophen-3-yl)amino)ethyl)amino)-5a,5b,8,8,11a-pentamethyl-1-(prop-1-en-2-yl)-2,3,3a,4,5,5a,5b,6,7,7a,8,11,11a,11b,12,13,13a,13b-octadecahydro-1H-cyclopenta[a]chrysen-9-yl)benzoate), [OH-].[Na+] (sodium hydroxide). The reactants are [Cl-].[Li+] (lithium chloride), C[Si](Cl)(Cl)C (dimethyldichlorosilane), CC=1CC2=C(C=CC=C2C1)C1=CC=CC2=CC=CC=C12 (2-methyl-7-(1-naphthyl)indene), C(CCC)[Li] (n-butyllithium). Solvent: C1(=CC=CC=C1)C (toluene), O1CCCC1 (tetrahydrofuran), O1CCCC1 (tetrahydrofuran), CCCCCC (n-hexane), CCCCCC (hexane). Reaction conditions: time 3 hour. The product is C[Si](C1C(=CC2=C(C=CC=C12)C1=CC=CC2=CC=CC=C12)C)(C)Cl (dimethyl(2-methyl-4-(1-naphthyl)indenyl)silyl chloride). Reaction SMILES: [CH3:1][Si:2]([CH3:5])(Cl)[Cl:3].[CH3:6][C:7]1[CH2:8][C:9]2[C:14]([CH:15]=1)=[CH:13][CH:12]=[CH:11][C:10]=2[C:16]1[C:25]2[C:20](=[CH:21][CH:22]=[CH:23][CH:24]=2)[CH:19]=[CH:18][CH:17]=1.C([Li])CCC.[Cl-].[Li+]>CCCCCC.O1CCCC1.C1(C)C=CC=CC=1>[CH3:1][Si:2]([Cl:3])([CH3:5])[CH:15]1[C:14]2[C:9](=[C:10]([C:16]3[C:25]4[C:20](=[CH:21][CH:22]=[CH:23][CH:24]=4)[CH:19]=[CH:18][CH:17]=3)[CH:11]=[CH:12][CH:13]=2)[CH:8]=[C:7]1[CH3:6] |f:3.4|. Procedure details: 23 g (180 mmol) of dimethyldichlorosilane was dissolved in 200 ml of dry n-hexane (dried over Na-K alloy), to which was added a solution of 2-methyl-7-(1-naphthyl)indenyllithium (i.e., a solution of 9.2 g (36 mmol) of 2-methyl-7-(1-naphthyl)indene in a mixed solvent of 75 ml of dry toluene and 5 ml of tetrahydrofuran to which was dripped down 22.5 ml of a 1.6 M hexane solution of n-butyllithium at -78° C., followed by stirring at room temperature for 3 hours and by addition of 50 ml of tetrahydr...